From a dataset of the Open Reaction Database (ORD), a public repository of structured organic reaction records. describe an organic reaction: reactants, conditions, products, and yield The reactants are O=C(Cl)CCBr, O=C([O-])[O-], ClCCl, Nc1cccc(C(F)(F)F)c1, [K+], [K+]. The product is O=C(CCBr)Nc1cccc(C(F)(F)F)c1. RXN SMILES: [Br:18][CH2:19][CH2:20][C:21](=[O:22])[Cl:23].[C:12](=[O:13])([O-:14])[O-:15].[Cl:24][CH2:25][Cl:26].[F:1][C:2]([c:3]1[cH:4][c:5]([NH2:6])[cH:7][cH:8][cH:9]1)([F:10])[F:11].[K+:16].[K+:17]>>[F:1][C:2]([c:3]1[cH:4][c:5]([NH:6][C:21]([CH2:20][CH2:19][Br:18])=[O:22])[cH:7][cH:8][cH:9]1)([F:10])[F:11].